This data is from the Open Reaction Database (ORD), a public repository of structured organic reaction records. The task is: describe an organic reaction: reactants, conditions, products, and yield Reactants: C(C)(=O)OCC (ethyl acetate), C(C)N(C=O)CC.C1(=CC=CC=C1)[C@H]1[C@H](C1)C(CC)=O ((1R, 2S)-1-phenyl-2-(1-oxopropyl)-cyclopropane N,N-diethylcarboxamide), C(C)(=O)OCC (ethyl acetate). Solvent: CCCCCC (hexane), CCCCCC (hexane). The product is compound 21a, C(C)N(C=O)CC.C1(=CC=CC=C1)[C@H]1[C@H](C1)C(C)=O ((1R, 2S)-1-phenyl-2-(1-oxoethyl)-cyclopropane N,N-diethylcarboxamide). The yield is 95.0%. Reaction SMILES: C(OCC)(=O)C.[CH2:7]([N:9]([CH2:12][CH3:13])[CH:10]=[O:11])[CH3:8].[C:14]1([C@@H:20]2[CH2:22][C@@H:21]2[C:23](=[O:26])[CH2:24]C)[CH:19]=[CH:18][CH:17]=[CH:16][CH:15]=1>CCCCCC>[CH2:7]([N:9]([CH2:12][CH3:13])[CH:10]=[O:11])[CH3:8].[C:14]1([C@@H:20]2[CH2:22][C@@H:21]2[C:23](=[O:26])[CH3:24])[CH:19]=[CH:18][CH:17]=[CH:16][CH:15]=1 |f:1.2,4.5|. Reported procedure: Compounds 20a and 20b (each, 3.73 mmol) obtained in Reference Example 14 were individually dissolved in 20 ml of anhydrous tetrahydrofuran. To each of the resultant solutions was added a solution of 0.93M diisobutylaluminumhydride in hexane (7.46 mmol) in a stream of argon gas at -78° C. Each of the resultant mixtures was stirred at -78° C. for 1 hour to effect a reaction. 1N hydrochloric acid was added to each of the reaction mixtures to thereby terminate the reaction. The resultant mixture was... The reactants are [Li+].[OH-] (LiOH), COC(=O)C=1SC(=CC1N(C1CCC(CC1)SC1=NN=CN1C)C(=O)C1CCC(CC1)C)C#CC(C)(C)C (5-(3,3-Dimethyl-but-1-ynyl)-3-{(4-methyl-cyclohexanecarbonyl)-[4-(4-methyl-4H-[1,2,4]triazol-3-ylsulfanyl)-cyclohexyl]-amino}-thiophene-2-carboxylic acid methyl ester), Cl (HCl). Solvent: O (water), C1CCOC1 (THF). Reaction conditions: time 8 hour. Product: CC(C#CC1=CC(=C(S1)C(=O)O)N(C1CCC(CC1)SC1=NN=CN1C)C(=O)C1CCC(CC1)C)(C)C (5-(3,3-dimethyl-but-1-ynyl)-3-{(4-methyl-cyclohexanecarbonyl)-[4-(4-methyl-4H-[1,2,4]triazol-3-ylsulfanyl)-cyclohexyl]-amino}-thiophene-2-carboxylic acid). RXN SMILES: C[O:2][C:3]([C:5]1[S:6][C:7]([C:33]#[C:34][C:35]([CH3:38])([CH3:37])[CH3:36])=[CH:8][C:9]=1[N:10]([C:24]([CH:26]1[CH2:31][CH2:30][CH:29]([CH3:32])[CH2:28][CH2:27]1)=[O:25])[CH:11]1[CH2:16][CH2:15][CH:14]([S:17][C:18]2[N:22]([CH3:23])[CH:21]=[N:20][N:19]=2)[CH2:13][CH2:12]1)=[O:4].[Li+].[OH-].Cl>C1COCC1.O>[CH3:36][C:35]([CH3:37])([CH3:38])[C:34]#[C:33][C:7]1[S:6][C:5]([C:3]([OH:4])=[O:2])=[C:9]([N:10]([C:24]([CH:26]2[CH2:27][CH2:28][CH:29]([CH3:32])[CH2:30][CH2:31]2)=[O:25])[CH:11]2[CH2:12][CH2:13][CH:14]([S:17][C:18]3[N:22]([CH3:23])[CH:21]=[N:20][N:19]=3)[CH2:15][CH2:16]2)[CH:8]=1 |f:1.2|. Procedure details: 5-(3,3-Dimethyl-but-1-ynyl)-3-{(4-methyl-cyclohexanecarbonyl)-[4-(4-methyl-4H-[1,2,4]triazol-3-ylsulfanyl)-cyclohexyl]-amino}-thiophene-2-carboxylic acid methyl ester (63 mg, 0.113 eq.) was dissolved in THF (2.0 mL) in a round-bottomed flask. A solution of LiOH (14 mg, 0.34 mmol, 3.0 eq.) in water (1.0 mL) was added. The reaction was stirred at room temperature overnight. The reaction was then neutralized with 0.2 mL 2 N HCl, concentrated, and purified by reverse phase preparative HPLC to afford... Reactants: O=C([O-])O, CCOC(=O)N1c2ccc(OC)nc2C(Nc2ncc(CO)c(Cc3cc(C(F)(F)F)cc(C(F)(F)F)c3)n2)CC1CC, CI, [H-], [Na+], [Na+], C1CCOC1. The product is CCOC(=O)N1c2ccc(OC)nc2C(Nc2ncc(COC)c(Cc3cc(C(F)(F)F)cc(C(F)(F)F)c3)n2)CC1CC. As a reaction SMILES: [C:48](=[O:49])([O-:50])[OH:51].[CH2:1]([CH3:2])[O:3][C:4](=[O:5])[N:6]1[CH:7]([CH2:42][CH3:43])[CH2:8][CH:9]([NH:18][c:19]2[n:20][cH:21][c:22]([CH2:40][OH:41])[c:23]([CH2:25][c:26]3[cH:27][c:28]([C:36]([F:37])([F:38])[F:39])[cH:29][c:30]([C:32]([F:33])([F:34])[F:35])[cH:31]3)[n:24]2)[c:10]2[n:11][c:12]([O:16][CH3:17])[cH:13][cH:14][c:15]21.[CH3:46][I:47].[H-:44].[Na+:45].[Na+:52].[O:53]1[CH2:54][CH2:55][CH2:56][CH2:57]1>>[CH2:1]([CH3:2])[O:3][C:4](=[O:5])[N:6]1[CH:7]([CH2:42][CH3:43])[CH2:8][CH:9]([NH:18][c:19]2[n:20][cH:21][c:22]([CH2:40][O:41][CH3:48])[c:23]([CH2:25][c:26]3[cH:27][c:28]([C:36]([F:37])([F:38])[F:39])[cH:29][c:30]([C:32]([F:33])([F:34])[F:35])[cH:31]3)[n:24]2)[c:10]2[n:11][c:12]([O:16][CH3:17])[cH:13][cH:14][c:15]21. Starting materials: solution, OO (hydrogen peroxide), O (water), CO (methanol), C1NCCC2=CC=CC=C12 (1,2,3,4-tetrahydroisoquinoline). The reagents and catalysts are [O-][W](=O)(=O)[O-].[Na+].[Na+] (sodium tungstate). Solvent: C(Cl)Cl (methylene chloride). Run at temperature 0 celsius, time 30 minute. Product: C1=[N+](CCC2=CC=CC=C12)[O-] (3,4-dihydroisoquinoline-2-oxide), nitrone. Isolated yield 89.0%. RXN SMILES: C[OH:2].[CH2:3]1[C:12]2[C:7](=[CH:8][CH:9]=[CH:10][CH:11]=2)[CH2:6][CH2:5][NH:4]1.OO.O>C(Cl)Cl.[O-][W]([O-])(=O)=O.[Na+].[Na+]>[CH:3]1[C:12]2[C:7](=[CH:8][CH:9]=[CH:10][CH:11]=2)[CH2:6][CH2:5][N+:4]=1[O-:2] |f:5.6.7|. Procedure: A magnetic stirrer was placed in a 300-ml eggplant-type flask, followed by an addition of sodium tungstate (0.33 g, 1.0 mmol). The internal atmosphere was replaced with nitrogen. Thereafter, methanol (200 ml) and 1,2,3,4-tetrahydroisoquinoline (6.65 g, 50.0 mmol) were added successively. To the resulting mixed solution, a 30% solution of hydrogen peroxide in water (17.0 g, 150.0 mmol) was added dropwise with stirring at 0° C. in the course of 30 minutes. After stirring the mixture at room temper... The reactants are [N+](=O)([O-])C=1C=C(C(C#N)=CC1)C#N (4-nitro-phthalonitrile), N1=CC=C(C=C1)S (pyridine-4-thiol), C([O-])([O-])=O.[K+].[K+] (potassium carbonate). The solvent is CN(C=O)C (N,N-dimethyl-formamide). Conditions: time 3 hour. The product is N1=CC=C(C=C1)SC=1C=C(C(C#N)=CC1)C#N (4-(Pyridin-4-ylsulfanyl)-phthalonitrile). Isolated yield 58.3%. As a reaction SMILES: [N+]([C:4]1[CH:5]=[C:6]([C:12]#[N:13])[C:7](=[CH:10][CH:11]=1)[C:8]#[N:9])([O-])=O.[N:14]1[CH:19]=[CH:18][C:17]([SH:20])=[CH:16][CH:15]=1.C(=O)([O-])[O-].[K+].[K+]>CN(C)C=O>[N:14]1[CH:19]=[CH:18][C:17]([S:20][C:4]2[CH:5]=[C:6]([C:12]#[N:13])[C:7](=[CH:10][CH:11]=2)[C:8]#[N:9])=[CH:16][CH:15]=1 |f:2.3.4|. Procedure: A mixture of 4-nitro-phthalonitrile (17.28 g), pyridine-4-thiol (10.68 g) and potassium carbonate (25.17 g) in N,N-dimethyl-formamide (160 ml) was heated to 85 C and stirred for 3 h. After cooling, the reaction mixture was filtered through a pad of celite and rinsed with ethyl acetate. Filtrate was concentrated in vacuo and the residue was purified by silica gel chromatography (eluting with 15-30% of ethyl acetate in methylene chloride) to give the title compound 13.29 g. 1H NMR (200 MHz, CDCl3)... Reactants: C1(=CC=C(C=C1)S(=O)(=O)O)C.NC1[C@@H]2N(C(C(S2)(C)C)C(=O)OCC2=CC=C(C=C2)[N+](=O)[O-])C1=O (p-nitrobenzyl 6-amino-2,2-dimethylpenam-3-carboxylate toluene-p-sulphonate), FC=1NC=CN1 (2-fluoroimidazole). Solvent: C(C)#N (acetonitrile). Reaction conditions: time 3 hour. Yields the product C1(=CC=C(C=C1)S(=O)(=O)O)C.CC1(S[C@H]2N(C1C(=O)OCC1=CC=C(C=C1)[N+](=O)[O-])C(C2NC=2NC=CN2)=O)C (p-nitrobenzyl 2,2-dimethyl-6-(imidazol-2-yl)aminopenam-3-carboxylate toluene-p-sulphonate), pure solid. The yield is 50.0%. RXN SMILES: [C:1]1([CH3:11])[CH:6]=[CH:5][C:4]([S:7]([OH:10])(=[O:9])=[O:8])=[CH:3][CH:2]=1.[NH2:12][CH:13]1[C:34](=[O:35])[N:15]2[CH:16]([C:21]([O:23][CH2:24][C:25]3[CH:30]=[CH:29][C:28]([N+:31]([O-:33])=[O:32])=[CH:27][CH:26]=3)=[O:22])[C:17]([CH3:20])([CH3:19])[S:18][C@H:14]12.F[C:37]1[NH:38][CH:39]=[CH:40][N:41]=1>C(#N)C>[C:1]1([CH3:11])[CH:2]=[CH:3][C:4]([S:7]([OH:10])(=[O:8])=[O:9])=[CH:5][CH:6]=1.[CH3:19][C:17]1([CH3:20])[CH:16]([C:21]([O:23][CH2:24][C:25]2[CH:30]=[CH:29][C:28]([N+:31]([O-:33])=[O:32])=[CH:27][CH:26]=2)=[O:22])[N:15]2[C:34](=[O:35])[CH:13]([NH:12][C:37]3[NH:38][CH:39]=[CH:40][N:41]=3)[C@H:14]2[S:18]1 |f:0.1,4.5|. Procedure details: A mixture of p-nitrobenzyl 6-amino-2,2-dimethylpenam-3-carboxylate toluene-p-sulphonate (523 mg.) and 2-fluoroimidazole (100 mg.) in acetonitrile (2 ml.) was stirred at 50° for 3 hours. The resulting solution was evaporated to dryness and the residue obtained was triturated with ether to give p-nitrobenzyl 2,2-dimethyl-6-(imidazol-2-yl)aminopenam-3-carboxylate toluene-p-sulphonate as a 50% pure solid (572 mg.) which was used without further purification.